From a dataset of the Open Reaction Database (ORD), a public repository of structured organic reaction records. describe an organic reaction: reactants, conditions, products, and yield RXN SMILES: [B:36]([Br:37])([Br:38])[Br:39].[C:1](#[N:2])[c:3]1[c:4]([F:35])[cH:5][c:6]([CH:9]2[N:10]([C:19]([CH2:20][CH2:21][NH:22][S:23](=[O:24])(=[O:25])[c:26]3[cH:27][c:28]([O:32][CH3:33])[cH:29][cH:30][cH:31]3)=[O:34])[CH2:11][CH2:12][c:13]3[c:14]2[n:15]([CH3:18])[cH:16][n:17]3)[cH:7][cH:8]1.[Cl:40][CH2:41][Cl:42].[Na+:47].[O-:43][C:44]([OH:45])=[O:46]>>[C:1](#[N:2])[c:3]1[c:4]([F:35])[cH:5][c:6]([CH:9]2[N:10]([C:19]([CH2:20][CH2:21][NH:22][S:23](=[O:24])(=[O:25])[c:26]3[cH:27][c:28]([OH:32])[cH:29][cH:30][cH:31]3)=[O:34])[CH2:11][CH2:12][c:13]3[c:14]2[n:15]([CH3:18])[cH:16][n:17]3)[cH:7][cH:8]1. The reactants are BrB(Br)Br, COc1cccc(S(=O)(=O)NCCC(=O)N2CCc3ncn(C)c3C2c2ccc(C#N)c(F)c2)c1, ClCCl, [Na+], O=C([O-])O. The product is Cn1cnc2c1C(c1ccc(C#N)c(F)c1)N(C(=O)CCNS(=O)(=O)c1cccc(O)c1)CC2. Reactants: Cn1cc(C2=C(c3cn(C)c4cc([N+](=O)[O-])ccc34)C(=O)NC2=O)c2ccc(C#N)cc21, O=C([O-])O, CCOC(C)=O, CCO, [Na+], O, O, Cl[Sn]Cl. The product is Cn1cc(C2=C(c3cn(C)c4cc(C#N)ccc34)C(=O)NC2=O)c2ccc(N)cc21. As a reaction SMILES: [C:1](#[N:2])[c:3]1[cH:4][cH:5][c:6]2[c:7]([C:13]3=[C:17]([c:18]4[cH:19][n:20]([CH3:30])[c:21]5[cH:22][c:23]([N+:27]([O-:28])=[O:29])[cH:24][cH:25][c:26]45)[C:16](=[O:31])[NH:15][C:14]3=[O:32])[cH:8][n:9]([CH3:12])[c:10]2[cH:11]1.[C:44](=[O:45])([OH:46])[O-:47].[CH3:38][CH2:39][O:40][C:41](=[O:42])[CH3:43].[CH3:49][CH2:50][OH:51].[Na+:48].[OH2:33].[OH2:34].[Sn:35]([Cl:36])[Cl:37]>>[C:1](#[N:2])[c:3]1[cH:4][cH:5][c:6]2[c:7]([C:13]3=[C:17]([c:18]4[cH:19][n:20]([CH3:30])[c:21]5[cH:22][c:23]([NH2:27])[cH:24][cH:25][c:26]45)[C:16](=[O:31])[NH:15][C:14]3=[O:32])[cH:8][n:9]([CH3:12])[c:10]2[cH:11]1.